From a dataset of the Open Reaction Database (ORD), a public repository of structured organic reaction records. describe an organic reaction: reactants, conditions, products, and yield Reactants: Cc1ccccc1, CCC(Oc1ccc(Cl)c(C(F)(F)F)c1)C(=O)Cl, NCc1ccccc1, c1ccncc1. Product: CCC(Oc1ccc(Cl)c(C(F)(F)F)c1)C(=O)NCc1ccccc1. Reaction SMILES: [CH3:33][c:34]1[cH:35][cH:36][cH:37][cH:38][cH:39]1.[Cl:15][c:16]1[c:17]([C:29]([F:30])([F:31])[F:32])[cH:18][c:19]([O:20][CH:21]([C:22](=[O:23])[Cl:24])[CH2:25][CH3:26])[cH:27][cH:28]1.[NH2:1][CH2:2][c:3]1[cH:4][cH:5][cH:6][cH:7][cH:8]1.[cH:9]1[cH:10][cH:11][n:12][cH:13][cH:14]1>>[NH:1]([CH2:2][c:3]1[cH:4][cH:5][cH:6][cH:7][cH:8]1)[C:22]([CH:21]([O:20][c:19]1[cH:18][c:17]([C:29]([F:30])([F:31])[F:32])[c:16]([Cl:15])[cH:28][cH:27]1)[CH2:25][CH3:26])=[O:23].